This data is from the Open Reaction Database (ORD), a public repository of structured organic reaction records. The task is: describe an organic reaction: reactants, conditions, products, and yield Starting materials: CN(C)C(=S)Cl, c1ccncc1, O=S(=O)(CC1CCCC1)c1nc[nH]n1. Product: CN(C)C(=S)n1cnc(S(=O)(=O)CC2CCCC2)n1. As a reaction SMILES: [CH3:1][N:2]([C:3](=[S:4])[Cl:5])[CH3:6].[cH:21]1[cH:22][cH:23][n:24][cH:25][cH:26]1.[nH:7]1[n:8][c:9]([S:12](=[O:13])(=[O:14])[CH2:15][CH:16]2[CH2:17][CH2:18][CH2:19][CH2:20]2)[n:10][cH:11]1>>[CH3:1][N:2]([C:3](=[S:4])[n:7]1[n:8][c:9]([S:12](=[O:13])(=[O:14])[CH2:15][CH:16]2[CH2:17][CH2:18][CH2:19][CH2:20]2)[n:10][cH:11]1)[CH3:6]. Starting materials: C1CN2CCN1CC2, C=CC#N, CCOCC, O=Cc1cc(-c2ccccc2)cnc1Cl. The product is C=C(C#N)C(O)c1cc(-c2ccccc2)cnc1Cl. Reaction SMILES: [CH2:16]1[N:17]2[CH2:18][CH2:19][N:20]([CH2:21][CH2:22]2)[CH2:23]1.[CH2:24]=[CH:25][C:26]#[N:27].[CH3:28][CH2:29][O:30][CH2:31][CH3:32].[Cl:1][c:2]1[c:3]([CH:4]=[O:5])[cH:6][c:7](-[c:10]2[cH:11][cH:12][cH:13][cH:14][cH:15]2)[cH:8][n:9]1>>[Cl:1][c:2]1[c:3]([CH:4]([OH:5])[C:25](=[CH2:24])[C:26]#[N:27])[cH:6][c:7](-[c:10]2[cH:11][cH:12][cH:13][cH:14][cH:15]2)[cH:8][n:9]1. The reactants are C(C)(C)(C)OC1=CC=C(C=C1)CCCO (3-(4-tert-butoxyphenyl)-propan-1-ol), C=1C=C[NH+]=CC1.[O-][Cr](=O)(=O)Cl (PCC), CCOCC (Et2O). The solvent is C(Cl)Cl (CH2Cl2). Reaction conditions: time 90 minute. The product is C(C)(C)(C)OC1=CC=C(C=C1)CCC=O (3-(4-tert-Butoxyphenyl)propionaldehyde). Reaction SMILES: [C:1]([O:5][C:6]1[CH:11]=[CH:10][C:9]([CH2:12][CH2:13][CH2:14][OH:15])=[CH:8][CH:7]=1)([CH3:4])([CH3:3])[CH3:2].C1C=C[NH+]=CC=1.[O-][Cr](Cl)(=O)=O.CCOCC>C(Cl)Cl>[C:1]([O:5][C:6]1[CH:7]=[CH:8][C:9]([CH2:12][CH2:13][CH:14]=[O:15])=[CH:10][CH:11]=1)([CH3:4])([CH3:3])[CH3:2] |f:1.2|. Procedure: To a solution of 3-(4-tert-butoxyphenyl)-propan-1-ol S4 (2.39 g, 11.5 mmol) in anhydrous CH2Cl2 (115 mL) under N2 was added PCC (3.73 g, 17.3 mmol). The reaction flask was fitted with a reflux condenser, and the reaction mixture was stirred under N2 for 90 min. Anhydrous Et2O (120 mL) was added to the reaction mixture, and a brown solid precipitated out. The resulting slurry was filtered through a pad of silica gel to remove the solid. The brown gum left in the reaction flask washed with Et2O (3... Reactants: CCCc1nc2cc(NS(=O)(=O)c3ccc(F)cc3)ccc2n1CC(=O)OC(C)(C)C, CCOC(=O)CBr, [K+], [K+], O=C([O-])[O-], CN(C)C=O. Product: CCCc1nc2cc(N(CC(=O)OCC)S(=O)(=O)c3ccc(F)cc3)ccc2n1CC(=O)OC(C)(C)C. As a reaction SMILES: [C:1]([CH3:2])([CH3:3])([CH3:4])[O:5][C:6]([CH2:7][n:8]1[c:9]([CH2:28][CH2:29][CH3:30])[n:10][c:11]2[c:12]1[cH:13][cH:14][c:15]([NH:17][S:18](=[O:19])(=[O:20])[c:21]1[cH:22][cH:23][c:24]([F:27])[cH:25][cH:26]1)[cH:16]2)=[O:31].[CH2:38]([CH3:39])[O:40][C:41]([CH2:42][Br:43])=[O:44].[K+:32].[K+:33].[O-:34][C:35]([O-:36])=[O:37].[O:45]=[CH:46][N:47]([CH3:48])[CH3:49]>>[C:1]([CH3:2])([CH3:3])([CH3:4])[O:5][C:6]([CH2:7][n:8]1[c:9]([CH2:28][CH2:29][CH3:30])[n:10][c:11]2[c:12]1[cH:13][cH:14][c:15]([N:17]([S:18](=[O:19])(=[O:20])[c:21]1[cH:22][cH:23][c:24]([F:27])[cH:25][cH:26]1)[CH2:42][C:41]([O:40][CH2:38][CH3:39])=[O:44])[cH:16]2)=[O:31]. Starting materials: CC1(N)CCCN(C(=O)OCc2ccccc2)C1, CCCCO, CCN(C(C)C)C(C)C, O=[N+]([O-])c1cnc2c(ccn2S(=O)(=O)c2ccccc2)c1Cl. Product: CC1(Nc2c([N+](=O)[O-])cnc3c2ccn3S(=O)(=O)c2ccccc2)CCCN(C(=O)OCc2ccccc2)C1. RXN SMILES: [CH2:32]([c:33]1[cH:34][cH:35][cH:36][cH:37][cH:38]1)[O:39][C:40](=[O:41])[N:42]1[CH2:43][C:44]([CH3:48])([NH2:49])[CH2:45][CH2:46][CH2:47]1.[CH2:50]([OH:51])[CH2:52][CH2:53][CH3:54].[CH:23]([N:24]([CH:25]([CH3:26])[CH3:27])[CH2:28][CH3:29])([CH3:30])[CH3:31].[c:1]1([S:7](=[O:8])(=[O:9])[n:10]2[cH:11][cH:12][c:13]3[c:14]2[n:15][cH:16][c:17]([N+:20](=[O:21])[O-:22])[c:18]3[Cl:19])[cH:2][cH:3][cH:4][cH:5][cH:6]1>>[c:1]1([S:7](=[O:8])(=[O:9])[n:10]2[cH:11][cH:12][c:13]3[c:14]2[n:15][cH:16][c:17]([N+:20](=[O:21])[O-:22])[c:18]3[NH:49][C:44]2([CH3:48])[CH2:43][N:42]([C:40]([O:39][CH2:32][c:33]3[cH:34][cH:35][cH:36][cH:37][cH:38]3)=[O:41])[CH2:47][CH2:46][CH2:45]2)[cH:2][cH:3][cH:4][cH:5][cH:6]1. The reactants are C(C)(C)(C)OC(=O)NC(SC)=NC(=O)OC(C)(C)C (N,N'-Bis(tert-butoxycarbonyl)-S-methylisothiourea), NCCC1=CC=C(C=C1)O (tyramine). Solvent: C1CCOC1 (THF), C1CCOC1 (THF). The product is C(C)(C)(C)OC(=O)NC(=NCCC1=CC=C(C=C1)O)NC(=O)OC(C)(C)C (N,N'-Bis(t-butoxycarbonyl)-N"-2-(4-hydroxy-phenyl)ethylguanidine). RXN SMILES: [C:1]([O:5][C:6]([NH:8][C:9](=[N:12][C:13]([O:15][C:16]([CH3:19])([CH3:18])[CH3:17])=[O:14])SC)=[O:7])([CH3:4])([CH3:3])[CH3:2].[NH2:20][CH2:21][CH2:22][C:23]1[CH:28]=[CH:27][C:26]([OH:29])=[CH:25][CH:24]=1>C1COCC1>[C:1]([O:5][C:6]([NH:8][C:9]([NH:12][C:13]([O:15][C:16]([CH3:19])([CH3:18])[CH3:17])=[O:14])=[N:20][CH2:21][CH2:22][C:23]1[CH:28]=[CH:27][C:26]([OH:29])=[CH:25][CH:24]=1)=[O:7])([CH3:4])([CH3:3])[CH3:2]. Reported procedure: A solution of N,N'-Bis(tert-butoxycarbonyl)-S-methylisothiourea (22.4 g, 77.3 mmol) is dissolved in 130 mL of THF and added dropwise under nitrogen to 10.6 g (77.3 mmol) of tyramine in 100 mL of THF at 0° C. Reaction reaches completion overnight according to TLC. The solvent is removed in vacuo. Purification on a silica gel column, eluted successively with 5% EtOAc/Hexane, 15% EtOAc/Hexane, and 35% EtOAc/Hexane, provides the title compound as a white solid, m.p. 132°-133° C. (dec.) (21.0 g, 72%)...